Dataset: the Open Reaction Database (ORD), a public repository of structured organic reaction records. Task: describe an organic reaction: reactants, conditions, products, and yield Reactants: [OH-].[Na+] (NaOH), C(C)(C)(C)C1=C(C(=CC(=C1)S)C(C)(C)C)O (2,6-di-t-butyl-4-mercaptophenol), Cl (HCl), BrC(C(=O)O)CCCC (2-bromohexanoic acid). Run in C(C)O (ethanol), O (water), C(C)O (ethanol), O (water). Run at time 6 hour. Yields the product C(C)(C)(C)C=1C=C(C=C(C1O)C(C)(C)C)SC(C(=O)O)CCCC (2-((3,5-di-tert-butyl-4-hydroxyphenyl)thio)hexanoic acid). RXN SMILES: [OH-].[Na+].[C:3]([C:7]1[CH:12]=[C:11]([SH:13])[CH:10]=[C:9]([C:14]([CH3:17])([CH3:16])[CH3:15])[C:8]=1[OH:18])([CH3:6])([CH3:5])[CH3:4].Br[CH:20]([CH2:24][CH2:25][CH2:26][CH3:27])[C:21]([OH:23])=[O:22].Cl>O.C(O)C>[C:3]([C:7]1[CH:12]=[C:11]([S:13][CH:20]([CH2:24][CH2:25][CH2:26][CH3:27])[C:21]([OH:23])=[O:22])[CH:10]=[C:9]([C:14]([CH3:17])([CH3:16])[CH3:15])[C:8]=1[OH:18])([CH3:6])([CH3:5])[CH3:4] |f:0.1|. Reported procedure: A base solution (22 grams of NaOH in 41 milliliters (ml) of water) was added to a solution of 2,6-di-t-butyl-4-mercaptophenol (64.3 grams; 0.27 mole) in 540 ml. of absolute ethanol with stirring while cooling the reaction mixture under nitrogen. Following the base addition, a solution of 2-bromohexanoic acid (52.8 grams; 0.27 mole) in 27 ml. of ethanol was added and the resulting reaction mixture was stirred at room temperature for about 6 hours and left standing overnight. The reaction mixture ... The reactants are FC(C1=CC=C(C=C1)C1=CC=NC=C1)(F)F (4-(4-trifluoromethyl-phenyl)-pyridine), OO (Hydrogen peroxide). The reagents and catalysts are C[Re](=O)(=O)=O (methyltrioxorhenium (VII)). The solvent is C(Cl)Cl (CH2Cl2). Conditions: time 48 hour. Yields the product FC(C1=CC=C(C=C1)C1=CC=[N+](C=C1)[O-])(F)F (4-(4-Trifluoromethyl-phenyl)-pyridine 1-oxide). As a reaction SMILES: [F:1][C:2]([F:16])([F:15])[C:3]1[CH:8]=[CH:7][C:6]([C:9]2[CH:14]=[CH:13][N:12]=[CH:11][CH:10]=2)=[CH:5][CH:4]=1.[OH:17]O>C[Re](=O)(=O)=O.C(Cl)Cl>[F:16][C:2]([F:1])([F:15])[C:3]1[CH:4]=[CH:5][C:6]([C:9]2[CH:10]=[CH:11][N+:12]([O-:17])=[CH:13][CH:14]=2)=[CH:7][CH:8]=1. Procedure details: To a mixture of 4-(4-trifluoromethyl-phenyl)-pyridine (5.0 g, 22 mmol) and methyltrioxorhenium (VII) (Aldrich) (110 mg, 0.45 mmol) in a 100-mL, round-bottomed flask was added CH2Cl2 (10 mL). Hydrogen peroxide (5 mL, Aldrich) was added drop-wise, and the reaction was stirred at room temperature under N2 for 48 h. The mixture was partitioned between CH2Cl2 and brine, and the aqueous layer was extracted with CH2Cl2 (40 mL). The combined organic layers were dried over Na2SO4, filtered, and concentra... The reactants are CC(C)(C)OC(=O)N1CCC(n2cc(-c3cnc(N)c(B4OC(C)(C)C(C)(C)O4)c3)cn2)CC1, O=C([O-])[O-], C1COCCO1, O=S(=O)(Oc1cc2cccc(Cl)c2cn1)C(F)(F)F, [Cs+], [Cs+], O, c1ccc(P(c2ccccc2)(c2ccccc2)[Pd](P(c2ccccc2)(c2ccccc2)c2ccccc2)(P(c2ccccc2)(c2ccccc2)c2ccccc2)P(c2ccccc2)(c2ccccc2)c2ccccc2)cc1. Yields the product CC(C)(C)OC(=O)N1CCC(n2cc(-c3cnc(N)c(-c4cc5cccc(Cl)c5cn4)c3)cn2)CC1. Reaction SMILES: [C:1]([CH3:2])([CH3:3])([CH3:4])[O:5][C:6](=[O:7])[N:8]1[CH2:9][CH2:10][CH:11]([n:14]2[n:15][cH:16][c:17](-[c:19]3[cH:20][n:21][c:22]([NH2:34])[c:23]([B:25]4[O:26][C:27]([CH3:28])([CH3:29])[C:30]([CH3:31])([CH3:32])[O:33]4)[cH:24]3)[cH:18]2)[CH2:12][CH2:13]1.[C:54](=[O:55])([O-:56])[O-:57].[CH2:61]1[O:62][CH2:63][CH2:64][O:65][CH2:66]1.[Cl:35][c:36]1[cH:37][cH:38][cH:39][c:40]2[cH:41][c:42]([O:46][S:47]([C:48]([F:49])([F:50])[F:51])(=[O:52])=[O:53])[n:43][cH:44][c:45]12.[Cs+:58].[Cs+:59].[OH2:60].[cH:67]1[cH:68][cH:69][c:70]([P:71]([Pd:72]([P:73]([c:74]2[cH:75][cH:76][cH:77][cH:78][cH:79]2)([c:80]2[cH:81][cH:82][cH:83][cH:84][cH:85]2)[c:86]2[cH:87][cH:88][cH:89][cH:90][cH:91]2)([P:92]([c:93]2[cH:94][cH:95][cH:96][cH:97][cH:98]2)([c:99]2[cH:100][cH:101][cH:102][cH:103][cH:104]2)[c:105]2[cH:106][cH:107][cH:108][cH:109][cH:110]2)[P:111]([c:112]2[cH:113][cH:114][cH:115][cH:116][cH:117]2)([c:118]2[cH:119][cH:120][cH:121][cH:122][cH:123]2)[c:124]2[cH:125][cH:126][cH:127][cH:128][cH:129]2)([c:130]2[cH:131][cH:132][cH:133][cH:134][cH:135]2)[c:136]2[cH:137][cH:138][cH:139][cH:140][cH:141]2)[cH:142][cH:143]1>>[C:1]([CH3:2])([CH3:3])([CH3:4])[O:5][C:6](=[O:7])[N:8]1[CH2:9][CH2:10][CH:11]([n:14]2[n:15][cH:16][c:17](-[c:19]3[cH:20][n:21][c:22]([NH2:34])[c:23](-[c:42]4[cH:41][c:40]5[cH:39][cH:38][cH:37][c:36]([Cl:35])[c:45]5[cH:44][n:43]4)[cH:24]3)[cH:18]2)[CH2:12][CH2:13]1.